Dataset: the Open Reaction Database (ORD), a public repository of structured organic reaction records. Task: describe an organic reaction: reactants, conditions, products, and yield Reactants: NC=1C(=NC2=CC=CC=C2C1NCC(C)(O)C)Cl (1-[(3-amino-2-chloro-4-quinolinyl)amino]-2-methyl-2-propanol), C=1(C(=CC=CC1)C)C (xylene). The solvent is C(C)OC(OCC)OCC (triethylorthoformate). Reaction conditions: temperature 80 celsius. Product: ClC1=NC=2C=CC=CC2C2=C1N=CN2CC(O)(C)C (4-Chloro-α,α-dimethyl-1H-imidazo[4,5-c]quinoline-1-ethanol). As a reaction SMILES: [NH2:1][C:2]1[C:3]([Cl:18])=[N:4][C:5]2[C:10]([C:11]=1[NH:12][CH2:13][C:14]([CH3:17])([OH:16])[CH3:15])=[CH:9][CH:8]=[CH:7][CH:6]=2.[C:19]1(C)C(C)=CC=CC=1>C(OC(OCC)OCC)C>[Cl:18][C:3]1[C:2]2[N:1]=[CH:19][N:12]([CH2:13][C:14]([CH3:15])([CH3:17])[OH:16])[C:11]=2[C:10]2[CH:9]=[CH:8][CH:7]=[CH:6][C:5]=2[N:4]=1. Reported procedure: A suspension of 1-[(3-amino-2-chloro-4-quinolinyl)amino]-2-methyl-2-propanol (5 g from EXAMPLE 13) in xylene (50 mL) and triethylorthoformate (5 mL) was heated at 80° C. until no starting material remained as determined by thin layer chromatography. The resulting solution was cooled, and the precipitated product was isolated by filtration and washed with xylene (3×10 mL). The reactants are [H-].[Al+3].[Li+].[H-].[H-].[H-] (lithium aluminum hydride), CN(CCNC1=C(C(=O)OCC)C(=CC(=N1)C)C)C (ethyl 2-(2-dimethylaminoethylamino)-4,6-dimethylnicotinate). Run in O1CCCC1 (tetrahydrofuran), O1CCCC1 (tetrahydrofuran). Product: CN(CCNC1=NC(=CC(=C1CO)C)C)C (2-(2-Dimethylaminoethylamino)-3-hydroxymethyl-4,6-dimethylpyridine). Reaction SMILES: [H-].[Al+3].[Li+].[H-].[H-].[H-].[CH3:7][N:8]([CH3:25])[CH2:9][CH2:10][NH:11][C:12]1[N:22]=[C:21]([CH3:23])[CH:20]=[C:19]([CH3:24])[C:13]=1[C:14](OCC)=[O:15]>O1CCCC1>[CH3:7][N:8]([CH3:25])[CH2:9][CH2:10][NH:11][C:12]1[C:13]([CH2:14][OH:15])=[C:19]([CH3:24])[CH:20]=[C:21]([CH3:23])[N:22]=1 |f:0.1.2.3.4.5|. Procedure: To a suspension of lithium aluminum hydride (3.5 g, 92 mmol) in dry tetrahydrofuran (160 ml) is added dropwise a solution of crude ethyl 2-(2-dimethylaminoethylamino)-4,6-dimethylnicotinate (18.5 g, 70 mmol) in dry tetrahydrofuran (100 ml) under a nitrogen atmosphere. Reaction mixture is refluxed for 11/2 hours, cooled, quenched with saturated sodium sulfate solution filtered, dried and evaporated to give 15.0 g of crude title C product.